Dataset: the Open Reaction Database (ORD), a public repository of structured organic reaction records. Task: describe an organic reaction: reactants, conditions, products, and yield Reactants: C(#N)C=1C(=NC=CC1)N(S(=O)(=O)C)C (N-(3-cyano-pyridin-2-yl)-N-methyl-methanesulfonamide), [H][H] (hydrogen), [H][H] (hydrogen). The reagents and catalysts are [Pd] (palladium on carbon). Run in N (ammonia), CO (methanol). The product is NCC=1C(=NC=CC1)N(S(=O)(=O)C)C (N-(3-Aminomethyl-pyridin-2-yl)-N-methyl-methanesulfonamide). Reaction SMILES: [C:1]([C:3]1[C:4]([N:9]([CH3:14])[S:10]([CH3:13])(=[O:12])=[O:11])=[N:5][CH:6]=[CH:7][CH:8]=1)#[N:2].[H][H]>[Pd].N.CO>[NH2:2][CH2:1][C:3]1[C:4]([N:9]([CH3:14])[S:10]([CH3:13])(=[O:12])=[O:11])=[N:5][CH:6]=[CH:7][CH:8]=1. Reported procedure: N-(3-Aminomethyl-pyridin-2-yl)-N-methyl-methanesulfonamide was prepared from N-(3-cyano-pyridin-2-yl)-N-methyl-methanesulfonamide (3.35 g, 15.8 mmol) (prepared as described in J. Heterocyclic Chemistry, 1979, 16, 1361-1363) via hydrogenation using a Paar apparatus with 10% palladium on carbon (50% Wet) (5:45:50, Palladium:carbon black:Water, 5.71 g, 2.68 mmol) and hydrogen (50 psi) in 7M ammonia in methanol (100 mL). The mixture was shaken on a Paar apparatus until adsorption of hydrogen ceased....